From a dataset of the Open Reaction Database (ORD), a public repository of structured organic reaction records. describe an organic reaction: reactants, conditions, products, and yield The reactants are CC(C)=CC (2-methyl-2-butene), BrC=1C=C(C=NC1)C1=CC=C(C=C1)C(C(=O)OC)C (Methyl 2-[4-(5-bromo-3-pyridyl)phenyl]propanoate), C1(=CC=CC=C1)P(C1=CC=CC=C1)C1=CC=CC=C1 (triphenylphosphine), CSC (DMS), C#CC (propyne), N(CC)CC (Et2NH). Reagents/catalysts: C=1C=CC(=CC1)/C=C/C(=O)/C=C/C2=CC=CC=C2.C=1C=CC(=CC1)/C=C/C(=O)/C=C/C2=CC=CC=C2.C=1C=CC(=CC1)/C=C/C(=O)/C=C/C2=CC=CC=C2.[Pd].[Pd] (Pd2 (dba)3). Run in C1CCOC1 (THF), O (water), C1(=CC=CC=C1)C (toluene), C(CC)O (nPrOH). Run at time 30 minute. Yields the product C(=C\C)/C=1C=C(C=NC1)C1=CC=C(C=C1)C(C(=O)OC)C (Methyl 2-[4-(5-((E)-1-propenyl)-3-pyridyl)phenyl]propanoate). Yield: 43.6%. Reaction SMILES: [CH3:1][C:2](=CC)[CH3:3].CSC.C#CC.Br[C:13]1[CH:14]=[C:15]([C:19]2[CH:24]=[CH:23][C:22]([CH:25]([CH3:30])[C:26]([O:28][CH3:29])=[O:27])=[CH:21][CH:20]=2)[CH:16]=[N:17][CH:18]=1.C1(P(C2C=CC=CC=2)C2C=CC=CC=2)C=CC=CC=1.N(CC)CC>C1COCC1.C1(C)C=CC=CC=1.C1C=CC(/C=C/C(/C=C/C2C=CC=CC=2)=O)=CC=1.C1C=CC(/C=C/C(/C=C/C2C=CC=CC=2)=O)=CC=1.C1C=CC(/C=C/C(/C=C/C2C=CC=CC=2)=O)=CC=1.[Pd].[Pd].O.C(O)CC>[CH:1](/[C:13]1[CH:14]=[C:15]([C:19]2[CH:24]=[CH:23][C:22]([CH:25]([CH3:30])[C:26]([O:28][CH3:29])=[O:27])=[CH:21][CH:20]=2)[CH:16]=[N:17][CH:18]=1)=[CH:2]\[CH3:3] |f:8.9.10.11.12|. Reported procedure: To a 0° C. solution of 2-methyl-2-butene (2M in THF, 14 mL, 28 mmol) in THF (20 mL) was added BH3.DMS (10 M in DMS, 1.4 mL, 14 mmol). After 30 min, the solution was allowed to warm to room temperature for 1 h, then cooled to -40° C. A stream of propyne (large excess) was passed through the solution, and the solution was allowed to warm to 0° C., then concentrated. 14b (100 mg, 0.31 mmol), Pd2 (dba)3)(14 mg, 0.014 mmol) and triphenylphosphine (18 mg, 0.068 mmol) were added, and the mixture was di...